This data is from the Open Reaction Database (ORD), a public repository of structured organic reaction records. The task is: describe an organic reaction: reactants, conditions, products, and yield The reactants are [I-] (iodide), [OH-].[Na+] (sodium hydroxide), C(C)C=1C=2C=CC(=C(C2C[NH+]2C1C1=CC3=C(C=C1CC2)OCO3)OC)OC (13-ethyl-9,10-dimethoxy-5,6-dihydro[1,3]dioxolo[4,5-g]isoquino[3,2-a]isoquinolin-7-ylium). Solvent: O (water). Product: C(C)C=1C=2C=CC(=C(C2C(N2C1C1=CC3=C(C=C1CC2)OCO3)=O)OC)OC (13-ethyl-9,10-dimethoxy-5,6-dihydro-[1,3]dioxolo[4,5-g]isoquino[3,2-a]isoquinolin-8-one). Isolated yield 12.0%. RXN SMILES: [CH2:1]([C:3]1[C:4]2[CH:5]=[CH:6][C:7]([O:26][CH3:27])=[C:8]([O:24][CH3:25])[C:9]=2[CH2:10][NH+:11]2[CH2:20][CH2:19][C:18]3[C:13](=[CH:14][C:15]4[O:23][CH2:22][O:21][C:16]=4[CH:17]=3)[C:12]=12)[CH3:2].[I-].[OH-:29].[Na+]>O>[CH2:1]([C:3]1[C:4]2[CH:5]=[CH:6][C:7]([O:26][CH3:27])=[C:8]([O:24][CH3:25])[C:9]=2[C:10](=[O:29])[N:11]2[CH2:20][CH2:19][C:18]3[C:13](=[CH:14][C:15]4[O:23][CH2:22][O:21][C:16]=4[CH:17]=3)[C:12]=12)[CH3:2] |f:2.3|. Reported procedure: A mixture of 13-ethyl-9,10-dimethoxy-5,6-dihydro[1,3]dioxolo[4,5-g]isoquino[3,2-a]isoquinolin-7-ylium; iodide (1.1 g, 2.2 mmol) and 30% sodium hydroxide in water (150 mL) was refluxed for 56 h. The precipitate formed was collected and treated with hot 3% hydrochloric acid. The precipitate was collected and re-crystallized from ethanol to afford 13-ethyl-9,10-dimethoxy-5,6-dihydro-[1,3]dioxolo[4,5-g]isoquino[3,2-a]isoquinolin-8-one (100 mg. 12%). The reactants are N[C@H]1CN(CCC1)C1=CC(N(C(N1CC1=C(C#N)C=CC=C1)=O)CC1=CC(=CC=C1)C#N)=O (2-{6-[3(R)-Amino-piperidin-1-yl]-3-(3-cyano-benzyl)-2,4-dioxo-3,4-dihydro-2H-pyrimidin-1-ylmethyl}-benzonitrile), ClCC=1NC2=C(N1)C=CC=C2 (2-chloromethyl benzimidazole). Product: NC1CN(CCC1)C1=CC(N(C(N1CC1=C(C#N)C=CC=C1)=O)CC1=NC2=C(N1)C=CC=C2)=O (2-[6-(3-Amino-piperidin-1-yl)-3-(1H-benzoimidazol-2-ylmethyl)-2,4-dioxo-3,4-dihydro-2H-pyrimidin-1-ylmethyl]-benzonitrile). Reaction SMILES: [NH2:1][C@@H:2]1[CH2:7][CH2:6][CH2:5][N:4]([C:8]2[N:13]([CH2:14][C:15]3[CH:22]=[CH:21][CH:20]=[CH:19][C:16]=3[C:17]#[N:18])[C:12](=[O:23])[N:11]([CH2:24]C3C=CC=C(C#N)C=3)[C:10](=[O:33])[CH:9]=2)[CH2:3]1.ClC[C:36]1[NH:37][C:38]2[CH:44]=[CH:43][CH:42]=[CH:41][C:39]=2[N:40]=1>>[NH2:1][CH:2]1[CH2:7][CH2:6][CH2:5][N:4]([C:8]2[N:13]([CH2:14][C:15]3[CH:22]=[CH:21][CH:20]=[CH:19][C:16]=3[C:17]#[N:18])[C:12](=[O:23])[N:11]([CH2:24][C:36]3[NH:40][C:39]4[CH:41]=[CH:42][CH:43]=[CH:44][C:38]=4[N:37]=3)[C:10](=[O:33])[CH:9]=2)[CH2:3]1. Procedure details: Title compound 20 was prepared by the methods used in the preparation of compound 17, except that 2-chloromethyl benzimidazole was used in the place of m-cyano-benzyl bromide. 1H-NMR (400 MHz, CDCl3-CD3OD 10:1) δ 7.67 (d, J=3.0 Hz, 1H), 7.65-7.56 (m, 2H), 7.47 (d, J=3.3 Hz, 2H), 7.46 (d, J=3.3 Hz, 1H), 7.37-7.40 (m, 2H), 5.52 (s, 3H), 5.23 (s, 2H), 3.51 (d, J=9.6 Hz, 1H), 3.36 (m, 1H), 2.87-2.92 (m, 2H), 2.64-2.72 (m, 1H), 2.09 (m, 1H), 1.76 (m, 1H), 1.52-1.64 (m, 2H). MS (ES) [m+H] calc'd for C... Starting materials: [BH4-].[Na+] (Sodium borohydride), C1(=CC=CC=C1)C=1OC=C(N1)COC1=CC=C(C=O)C=C1 (4-(2-phenyl-4-oxazolylmethoxy)benzaldehyde), CO (methanol), Cl (hydrochloric acid). The solvent is O (water). Reaction conditions: time 1 hour. The product is C1(=CC=CC=C1)C=1OC=C(N1)COC1=CC=C(CO)C=C1 (4-(2-phenyl-4-oxazolylmethoxy)benzyl alcohol). Isolated yield 91.0%. Reaction SMILES: [BH4-].[Na+].[C:3]1([C:9]2[O:10][CH:11]=[C:12]([CH2:14][O:15][C:16]3[CH:23]=[CH:22][C:19]([CH:20]=[O:21])=[CH:18][CH:17]=3)[N:13]=2)[CH:8]=[CH:7][CH:6]=[CH:5][CH:4]=1.CO.Cl>O>[C:3]1([C:9]2[O:10][CH:11]=[C:12]([CH2:14][O:15][C:16]3[CH:17]=[CH:18][C:19]([CH2:20][OH:21])=[CH:22][CH:23]=3)[N:13]=2)[CH:4]=[CH:5][CH:6]=[CH:7][CH:8]=1 |f:0.1|. Procedure details: Sodium borohydride (0.36 g) was added to a mixture of 4-(2-phenyl-4-oxazolylmethoxy)benzaldehyde (2.65 g) and methanol (50 ml) under ice-cooling, which was stirred at room temperature for 1 hour. Dilute hydrochloric acid and water were added to the reaction mixture, which was extracted with ethyl acetate. The ethyl acetate layer was washed with saturated aqueous sodium chloride solution, dried (MgSO4) and concentrated to obtain 4-(2-phenyl-4-oxazolylmethoxy)benzyl alcohol (2.43 g, yield 91%) as ... Reactants: O[C@@H]1[C@@H]2[C@]3(C=CC(C=C3[C@H](C[C@H]2[C@@H]2CC[C@](C(COC(CC(C)C)=O)=O)([C@]2(C1)C)O)C)=O)C (11β,17-dihydroxy-21-isovaleryloxy-6α-methyl-1,4-pregnadiene-3,20-dione), [Cl-].[NH4+] (ammonium chloride), solution, C[Li] (methyllithium). Reagents/catalysts: [Cu]I (copper(I) iodide). Solvent: O1CCCC1 (tetrahydrofuran), CCOCC (ether), O1CCCC1 (tetrahydrofuran). Conditions: temperature -30 celsius, time 10 minute. The product is O[C@@H]1[C@@H]2[C@]3(C=CC(C=C3[C@H](C[C@H]2[C@@H]2CC[C@](C(CO)=O)([C@]2(C1)C)OC(CC(C)C)=O)C)=O)C (11β,21-dihydroxy-17-isovaleryloxy-6α-methyl-1,4-pregnadiene-3,20-dione). The yield is 125.5%. RXN SMILES: C[Li].[OH:3][C@H:4]1[CH2:30][C@@:29]2([CH3:31])[C@@H:15]([CH2:16][CH2:17][C@:18]2([OH:32])[C:19](=[O:28])[CH2:20][O:21]C(=O)CC(C)C)[C@H:14]2[C@H:5]1[C@:6]1([CH3:35])[C:11]([C@@H:12]([CH3:33])[CH2:13]2)=[CH:10][C:9](=[O:34])[CH:8]=[CH:7]1.[Cl-].[NH4+]>CCOCC.O1CCCC1.[Cu]I>[OH:3][C@H:4]1[CH2:30][C@@:29]2([CH3:31])[C@@H:15]([CH2:16][CH2:17][C@:18]2([O:32][C:4](=[O:3])[CH2:5][CH:6]([CH3:11])[CH3:7])[C:19](=[O:28])[CH2:20][OH:21])[C@H:14]2[C@H:5]1[C@:6]1([CH3:35])[C:11]([C@@H:12]([CH3:33])[CH2:13]2)=[CH:10][C:9](=[O:34])[CH:8]=[CH:7]1 |f:2.3|. Procedure: Under argon at 0° C., 200 ml of a 5% solution of methyllithium in ether is added dropwise to a suspension of 36.5 g of copper(I) iodide in 730 ml of anhydrous tetrahydrofuran. The yellow solution is cooled to -30° C., and a solution of 29.0 g of 11β,17-dihydroxy-21-isovaleryloxy-6α-methyl-1,4-pregnadiene-3,20-dione in 730 ml of anhydrous tetrahydrofuran is added thereto. The mixture is stirred further for 10 minutes at -25° C. and poured onto an aqueous ammonium chloride solution. After extracti... Starting materials: CC(C)NC(C)C, ClCCl, O=C(Cl)c1ccc(I)cc1, NCCN(CCN)CCN, OCCN1CCOCC1. Yields the product O=C(OCCN1CCOCC1)c1ccc(I)cc1. RXN SMILES: [CH:10]([NH:11][CH:12]([CH3:13])[CH3:14])([CH3:15])[CH3:16].[Cl:37][CH2:38][Cl:39].[I:17][c:18]1[cH:19][cH:20][c:21]([C:22](=[O:23])[Cl:24])[cH:25][cH:26]1.[NH2:27][CH2:28][CH2:29][N:30]([CH2:31][CH2:32][NH2:33])[CH2:34][CH2:35][NH2:36].[O:1]1[CH2:2][CH2:3][N:4]([CH2:7][CH2:8][OH:9])[CH2:5][CH2:6]1>>[O:1]1[CH2:2][CH2:3][N:4]([CH2:7][CH2:8][O:9][C:22]([c:21]2[cH:20][cH:19][c:18]([I:17])[cH:26][cH:25]2)=[O:23])[CH2:5][CH2:6]1. The reactants are C1(=CC=CC=C1)C (toluene), CC1=CC=2C3C(NC2C=C1)CCNC3 (8-methyl-2,3,4,4a,5,9b-hexahydro-1H-pyrido[4,3-b]indole), C(C1=CC=CC=C1)Cl (benzyl chloride). Solvent: C(C)N(CC)CC (triethylamine). Yields the product C(C1=CC=CC=C1)N1CC2C(NC=3C=CC(=CC23)C)CC1 (2-benzyl-8-methyl-2,3,4,4a,5,9b-hexahydro-1H-pyrido[4,3-b]indole). Reaction SMILES: [C:1]1([CH3:7])[CH:6]=[CH:5][CH:4]=[CH:3][CH:2]=1.[CH3:8][C:9]1[CH:17]=[CH:16][C:15]2[NH:14][CH:13]3[CH2:18][CH2:19][NH:20][CH2:21][CH:12]3[C:11]=2[CH:10]=1.C(Cl)C1C=CC=CC=1>C(N(CC)CC)C>[CH2:7]([N:20]1[CH2:19][CH2:18][CH:13]2[NH:14][C:15]3[CH:16]=[CH:17][C:9]([CH3:8])=[CH:10][C:11]=3[CH:12]2[CH2:21]1)[C:1]1[CH:6]=[CH:5][CH:4]=[CH:3][CH:2]=1. Reported procedure: To toluene (100 ml) are added 8-methyl-2,3,4,4a,5,9b-hexahydro-1H-pyrido[4,3-b]indole (10 g), benzyl chloride (7.4 g) and triethylamine (8.1 g), and the mixture is refluxed for 15 hours. After cooling, the reaction mixture is washed with water, dried over anhydrous sodium sulfate and distilled under reduced pressure to remove toluene. The resulting residue is treated with ethanolic hydrogen chloride in the same manner as described in Example 1 (1) to give the dihydrochloride of the titled compou... The reactants are C1=CC=CC=C1 (benzene), CC1(C(C1C=C1CCCC1)C(=O)Cl)C (2,2-dimethyl-3-cyclopentylidenemethyl-cyclopropane-1-carboxylic acid chloride), corresponding acid, 1S-hydroxy-2-methyl-3-allyl-4-methylene-cyclopent-2-ene, C1=CC=CC=C1 (benzene), N1=CC=CC=C1 (pyridine), O (water). Reaction conditions: temperature 20 celsius, time 20 hour. Product: CC1([C@@H]([C@@H]1C=C1CCCC1)C(=O)OC1C(=C(C(C1)=C)CC=C)C)C (2-methyl-3-allyl-4-methylene-cyclopent-2-ene-1-yl (1R,cis) 2,2-dimethyl-3-cyclopentylidenemethyl-cyclopropane-1-carboxylate). As a reaction SMILES: [CH:1]1[CH:6]=[CH:5][CH:4]=[CH:3][CH:2]=1.[CH3:7][C:8]1([CH3:20])[CH:10]([CH:11]=[C:12]2[CH2:16][CH2:15][CH2:14][CH2:13]2)[CH:9]1[C:17](Cl)=[O:18].N1C=[CH:25][CH:24]=[CH:23][CH:22]=1.[OH2:27]>>[CH3:7][C:8]1([CH3:20])[C@@H:10]([CH:11]=[C:12]2[CH2:16][CH2:15][CH2:14][CH2:13]2)[C@H:9]1[C:17]([O:27][CH:22]1[CH2:23][C:24](=[CH2:25])[C:4]([CH2:5][CH:6]=[CH2:1])=[C:3]1[CH3:2])=[O:18]. Procedure: 30 ml of a benzene solution of (1R, cis) 2,2-dimethyl-3-cyclopentylidenemethyl-cyclopropane-1-carboxylic acid chloride prepared from 7 g of the corresponding acid were added at 20° C. over 15 minutes to a mixture of 4 g of 1S-hydroxy-2-methyl-3-allyl-4-methylene-cyclopent-2-ene, 10 ml of benzene and 5 ml of pyridine and the mixture was stirred at 20° C. for 20 hours and was then poured into 30 ml of water. The mixture was stirred for 10 minutes and was then extracted with methylene chloride. The...